Task: describe an organic reaction: reactants, conditions, products, and yield. Dataset: the Open Reaction Database (ORD), a public repository of structured organic reaction records The reactants are BrC1=C(C=C(C(=C1)F)[N+](=O)[O-])CC(=O)O (2-(2-bromo-4-fluoro-5-nitrophenyl)acetic acid), CN1C=NC=C1 (1-methylimidazole), O (water). The solvent is C(C)(=O)OC(C)=O (acetic anhydride). Reaction conditions: time 2 hour. Yields the product BrC1=C(C=C(C(=C1)F)[N+](=O)[O-])CC(C)=O (1-(2-Bromo-4-fluoro-5-nitrophenyl)propan-2-one). The yield is 79.0%. RXN SMILES: [Br:1][C:2]1[CH:7]=[C:6]([F:8])[C:5]([N+:9]([O-:11])=[O:10])=[CH:4][C:3]=1[CH2:12][C:13]([OH:15])=O.[CH3:16]N1C=CN=C1.O>C(OC(=O)C)(=O)C>[Br:1][C:2]1[CH:7]=[C:6]([F:8])[C:5]([N+:9]([O-:11])=[O:10])=[CH:4][C:3]=1[CH2:12][C:13](=[O:15])[CH3:16]. Procedure details: Treat a solution of 2-(2-bromo-4-fluoro-5-nitrophenyl)acetic acid (30.0 g, 0.11 mol) in acetic anhydride (30 mL) with 1-methylimidazole (4.5 g, 55 mmol), stir at RT for 2 h, treat with water, stir for 5 min, and extract with EtOAc. Wash the combined organics with water, saturated. Na2CO3, then brine, dry over Na2SO4, concentrate and purify via silica gel chromatography (EtOAc/petroleum ether) to afford the title compound (12 g, 40% yield). 1H NMR (400 MHz, DMSO-d6): δ 8.19 (d, J=8.0 Hz, 1H), 8.0...